Dataset: the Open Reaction Database (ORD), a public repository of structured organic reaction records. Task: describe an organic reaction: reactants, conditions, products, and yield Starting materials: C=C1C(O[Si](C)(C)C(C)(C)C)CC2CC12C(C=C1CCCC2(C)C(C(C)=O)CCC12)OC, C=CCCC, CCOCC, CC(C)C(C)C=CI, COC(=O)Cl, [Na+], C1CCOC1, O=C([O-])O. The product is C=C1C(O[Si](C)(C)C(C)(C)C)CC2CC12C(C=C1CCCC2(C)C1CCC2C(C)(C=CC(C)C(C)C)OC(=O)OC)OC. Reaction SMILES: [C:14]([CH3:15])(=[O:16])[CH:17]1[CH2:18][CH2:19][CH:20]2[C:21](=[CH:27][CH:28]([O:29][CH3:30])[C:31]34[C:32](=[CH2:45])[CH:33]([O:37][Si:38]([CH3:39])([CH3:40])[C:41]([CH3:42])([CH3:43])[CH3:44])[CH2:34][CH:35]3[CH2:36]4)[CH2:22][CH2:23][CH2:24][C:25]12[CH3:26].[CH2:1]=[CH:2][CH2:3][CH2:4][CH3:5].[CH3:56][CH2:57][O:58][CH2:59][CH3:60].[CH3:6][CH:7]([CH:8]=[CH:9][I:10])[CH:11]([CH3:12])[CH3:13].[Cl:46][C:47](=[O:48])[O:49][CH3:50].[Na+:51].[O:61]1[CH2:62][CH2:63][CH2:64][CH2:65]1.[OH:52][C:53](=[O:54])[O-:55]>>[CH3:6][CH:7]([CH:8]=[CH:9][C:14]([CH3:15])([O:16][C:47](=[O:48])[O:49][CH3:50])[CH:17]1[CH2:18][CH2:19][CH:20]2[C:21](=[CH:27][CH:28]([O:29][CH3:30])[C:31]34[C:32](=[CH2:45])[CH:33]([O:37][Si:38]([CH3:39])([CH3:40])[C:41]([CH3:42])([CH3:43])[CH3:44])[CH2:34][CH:35]3[CH2:36]4)[CH2:22][CH2:23][CH2:24][C:25]12[CH3:26])[CH:11]([CH3:12])[CH3:13]. The reactants are C(C)(C)O (isopropyl alcohol), aldehyde, C1(=CC=CC=C1)C (toluene), [OH-].[Na+] (sodium hydroxide), CC(C)[O-].CC(C)[O-].CC(C)[O-].[Al+3] (aluminum triisopropylate), aldehyde. The solvent is O (water). Run at temperature 80 celsius. Yields the product C(C)=C(CO)C1=CC=CC=C1 (Beta-Ethylidene Phenethyl Alcohol). Reaction SMILES: [CH:1]([OH:4])([CH3:3])C.[CH3:5][CH:6]([O-])C.CC([O-])C.CC([O-])C.[Al+3].[C:18]1(C)[CH:23]=[CH:22][CH:21]=[CH:20][CH:19]=1.[OH-].[Na+]>O>[CH:5](=[C:3]([C:18]1[CH:19]=[CH:20][CH:21]=[CH:22][CH:23]=1)[CH2:1][OH:4])[CH3:6] |f:1.2.3.4,6.7|. Reported procedure: Into a 3 liter reaction vessel equipped with stirrer, reflux condenser, thermometer and heating mantle are placed 2000 grams of isopropyl alcohol and 75 grams of aluminum triisopropylate. The resulting mixture is heated to reflux and while refluxing, over a period of 1.5 hours, 500 grams of the aldehyde having the structure: ##STR149## is added slowly to the reaction mass. At the end of the feed period of the aldehyde, solvent is commenced to be stripped at the ratio of 3:1 to a pot temperature ...